From a dataset of the Open Reaction Database (ORD), a public repository of structured organic reaction records. describe an organic reaction: reactants, conditions, products, and yield Starting materials: [H-].[Na+] (Sodium hydride), N1=C2C(C=C1C(=O)OCC)=CC=C2 (ethyl cyclopenta[b]pyrrole-2-carboxylate), ClC=1C=C(CBr)C=CC1Cl (3,4-Dichlorobenzyl bromide). Conditions: time 30 minute. Yields the product ClC=1C=C(CN2C3=C(C=C2C(=O)OCC)CCC3)C=CC1Cl (Ethyl 1-(3,4-dichlorobenzyl)1,4,5,6-tetrahydrocyclopenta[b]pvrrole-2-carboxylate). The yield is 80.9%. RXN SMILES: [H-].[Na+].[N:3]1[C:7]([C:8]([O:10][CH2:11][CH3:12])=[O:9])=[CH:6][C:5]2=[CH:13][CH:14]=[CH:15][C:4]=12.[Cl:16][C:17]1[CH:18]=[C:19]([CH:22]=[CH:23][C:24]=1[Cl:25])[CH2:20]Br>>[Cl:16][C:17]1[CH:18]=[C:19]([CH:22]=[CH:23][C:24]=1[Cl:25])[CH2:20][N:3]1[C:7]([C:8]([O:10][CH2:11][CH3:12])=[O:9])=[CH:6][C:5]2[CH2:13][CH2:14][CH2:15][C:4]1=2 |f:0.1|. Procedure details: Sodium hydride (25 mg, 60%), was added to a solution of ethyl cyclopenta[b]pyrrole-2-carboxylate (96 mg) (T. Aubert et al., J. Chem. Soc. Perkin Trans. 1, 1989, 1369) and the reaction stirred for 30 minutes. 3,4-Dichlorobenzyl bromide (154 mg) was added and stirring continued for a further 2 hours. The reaction was quenched by addition of water and extracted with ether. Combined organic extracts were dried (MgSO4) and concentrated and the residue purified by column chromatography using isohexane... The reactants are C(#N)[Zn]C#N (dicyanozinc), BrC=1C=CC=C2C(C(=CN(C12)C)OCC1=CC=C(C=C1)OC)=O (8-bromo-3-((4-methoxybenzyl)oxy)-1-methylquinolin-4(1H)-one). Reagents/catalysts: C1=CC=C(C=C1)P([C-]2C=CC=C2)C3=CC=CC=C3.C1=CC=C(C=C1)P([C-]2C=CC=C2)C3=CC=CC=C3.[Fe+2] (DPPF), C=1C=CC(=CC1)[P](C=2C=CC=CC2)(C=3C=CC=CC3)[Pd]([P](C=4C=CC=CC4)(C=5C=CC=CC5)C=6C=CC=CC6)([P](C=7C=CC=CC7)(C=8C=CC=CC8)C=9C=CC=CC9)[P](C=1C=CC=CC1)(C=1C=CC=CC1)C=1C=CC=CC1 (palladium tetrakis), C=1C=CC(=CC1)/C=C/C(=O)/C=C/C2=CC=CC=C2.C=1C=CC(=CC1)/C=C/C(=O)/C=C/C2=CC=CC=C2.C=1C=CC(=CC1)/C=C/C(=O)/C=C/C2=CC=CC=C2.[Pd].[Pd] (Pd2(dba)3). Solvent: CN(C=O)C (N,N-dimethylformamide). Run at temperature 110 celsius. Product: COC1=CC=C(COC2=CN(C3=C(C=CC=C3C2=O)C#N)C)C=C1 (3-((4-methoxybenzyl)oxy)-1-methyl-4-oxo-1,4-dihydroquinoline-8-carbonitrile). The yield is 84.0%. Reaction SMILES: Br[C:2]1[CH:3]=[CH:4][CH:5]=[C:6]2[C:11]=1[N:10]([CH3:12])[CH:9]=[C:8]([O:13][CH2:14][C:15]1[CH:20]=[CH:19][C:18]([O:21][CH3:22])=[CH:17][CH:16]=1)[C:7]2=[O:23].[C:24]([Zn]C#N)#[N:25]>CN(C)C=O.C1C=CC(P(C2C=CC=CC=2)[C-]2C=CC=C2)=CC=1.C1C=CC(P(C2C=CC=CC=2)[C-]2C=CC=C2)=CC=1.[Fe+2].C1C=CC([P]([Pd]([P](C2C=CC=CC=2)(C2C=CC=CC=2)C2C=CC=CC=2)([P](C2C=CC=CC=2)(C2C=CC=CC=2)C2C=CC=CC=2)[P](C2C=CC=CC=2)(C2C=CC=CC=2)C2C=CC=CC=2)(C2C=CC=CC=2)C2C=CC=CC=2)=CC=1.C1C=CC(/C=C/C(/C=C/C2C=CC=CC=2)=O)=CC=1.C1C=CC(/C=C/C(/C=C/C2C=CC=CC=2)=O)=CC=1.C1C=CC(/C=C/C(/C=C/C2C=CC=CC=2)=O)=CC=1.[Pd].[Pd]>[CH3:22][O:21][C:18]1[CH:19]=[CH:20][C:15]([CH2:14][O:13][C:8]2[C:7](=[O:23])[C:6]3[C:11](=[C:2]([C:24]#[N:25])[CH:3]=[CH:4][CH:5]=3)[N:10]([CH3:12])[CH:9]=2)=[CH:16][CH:17]=1 |f:3.4.5,7.8.9.10.11,^1:74,76,95,114|. Reported procedure: To a suspension of 8-bromo-3-((4-methoxybenzyl)oxy)-1-methylquinolin-4(1H)-one (2.6 g, 6.95 mmol), DPPF (0.462 g, 0.834 mmol), palladium tetrakis (0.482 g, 0.417 mmol) and Pd2(dba)3 (0.382 g, 0.417 mmol) in N,N-dimethylformamide (30 mL) at room temperature was added dicyanozinc (0.979 g, 8.34 mmol). The mixture was then heated at 110° C. under N2 for 1 h. After cooled to room temperature, the mixture was concentrated in vacuo and then partitioned between EtOAc (80 mL) and conc. NH4Cl (40 mL). Th... The reactants are CS(=O)(=O)OCC1=CC2=C(N=C(S2)Br)C=C1 ((2-bromobenzo[d]thiazol-6-yl)methyl methanesulfonate), N1C=NC2=NC=CC=C21 (1H-imidazo[4,5-b]pyridine), C([O-])([O-])=O.[K+].[K+] (potassium carbonate). The solvent is CCOC(=O)C (EtOAc), CN(C)C=O (DMF). Run at time 8 hour. Yields the product N1(C=NC2=NC=CC=C21)CC2=CC1=C(N=C(S1)N[C@H]1[C@@H](CCCC1)O)C=C2 ((1R,2R)-2-((6-((1H-imidazo[4,5-b]pyridin-1-yl)methyl)benzo[d]thiazol-2-yl)amino)cyclohexanol). As a reaction SMILES: CS(O[CH2:6][C:7]1[CH:16]=[CH:15][C:10]2[N:11]=[C:12](Br)[S:13][C:9]=2[CH:8]=1)(=O)=O.[NH:17]1[C:25]2[C:20](=[N:21][CH:22]=[CH:23][CH:24]=2)[N:19]=[CH:18]1.[C:26](=[O:29])([O-])[O-].[K+].[K+]>CN(C=O)C.CCOC(C)=O>[N:17]1([CH2:6][C:7]2[CH:16]=[CH:15][C:10]3[N:11]=[C:12]([NH:11][C@@H:10]4[CH2:9][CH2:8][CH2:7][CH2:6][C@H:26]4[OH:29])[S:13][C:9]=3[CH:8]=2)[C:25]2[C:20](=[N:21][CH:22]=[CH:23][CH:24]=2)[N:19]=[CH:18]1 |f:2.3.4|. Procedure details: To a solution of (2-bromobenzo[d]thiazol-6-yl)methyl methanesulfonate (900 mg, 2.79 mmol) from Step 3 of Example 2 and 1H-imidazo[4,5-b]pyridine (365 mg, 3.07 mmol) in DMF (8 mL) was added potassium carbonate (560 mg, 3.14 mmol) at rt. The reaction mixture was stirred at rt overnight. It was then diluted with 80 mL of EtOAc and the resulting mixture was washed with water and brine. The organic layer was separated and dried over MgSO4, and concentrated under reduced pressure. The crude product wa... Reactants: CC(C)(C)OC(=O)Nc1cccc(C#N)c1, O=C([O-])[O-], CCO, Cl, [K+], [K+], NO, O. Yields the product CC(C)(C)OC(=O)Nc1cccc(C(=N)NO)c1. Reaction SMILES: [C:1]([CH3:2])([CH3:3])([CH3:4])[O:5][C:6](=[O:7])[NH:8][c:9]1[cH:10][c:11]([C:12]#[N:13])[cH:14][cH:15][cH:16]1.[C:23](=[O:24])([O-:25])[O-:26].[CH3:20][CH2:21][OH:22].[ClH:17].[K+:27].[K+:28].[NH2:18][OH:19].[OH2:29]>>[C:1]([CH3:2])([CH3:3])([CH3:4])[O:5][C:6](=[O:7])[NH:8][c:9]1[cH:10][c:11]([C:12](=[NH:13])[NH:18][OH:19])[cH:14][cH:15][cH:16]1. Reactants: [N+](=O)([O-])C1=C(C#N)C=C(C=C1)C1=CC=NN1 (2-nitro-5-(1H-pyrazol-5-yl)benzonitrile), CS(=O)(=O)OCCNC(=O)OC(C)(C)C (2-(tert-butoxycarbonylamino)ethyl methanesulfonate), HCl-salt. The product is NCCN1N=C(C=C1)C=1C=CC(=C(C#N)C1)[N+](=O)[O-] (5-(1-(2-aminoethyl)-1H-pyrazol-3-yl)-2-nitrobenzonitrile). As a reaction SMILES: [N+:1]([C:4]1[CH:11]=[CH:10][C:9]([C:12]2[NH:16][N:15]=[CH:14][CH:13]=2)=[CH:8][C:5]=1[C:6]#[N:7])([O-:3])=[O:2].CS(O[CH2:22][CH2:23][NH:24]C(OC(C)(C)C)=O)(=O)=O>>[NH2:24][CH2:23][CH2:22][N:15]1[CH:14]=[CH:13][C:12]([C:9]2[CH:10]=[CH:11][C:4]([N+:1]([O-:3])=[O:2])=[C:5]([CH:8]=2)[C:6]#[N:7])=[N:16]1. Procedure details: The title compound was prepared from 2-nitro-5-(1H-pyrazol-5-yl)benzonitrile (1.00 g) and 2-(tert-butoxycarbonylamino)ethyl methanesulfonate (1.45 g) using the method of Example 37(c). Yield 0.32 g (as HCl-salt). 1H-NMR (400 MHz; d6-DMSO): δ 3.34 (t, 2H), 4.50 (t, 2H), 7.15 (d, 1H), 7.99 (d, 1H), 8.21 (br s, 2H), 8.39 (dd, 1H), 8.45 (d, 1H), 8.61 (d, 1H). Starting materials: N#Cc1ccc(CBr)cc1, C1CCOC1, COC(=O)Cc1cn(C(c2ccccc2)(c2ccccc2)c2ccccc2)cn1, C[Si](C)(C)[N-][Si](C)(C)C, [Li+]. Yields the product COC(=O)C(Cc1ccc(C#N)cc1)c1cn(C(c2ccccc2)(c2ccccc2)c2ccccc2)cn1. As a reaction SMILES: [C:40](#[N:41])[c:42]1[cH:43][cH:44][c:45]([CH2:46][Br:47])[cH:48][cH:49]1.[CH2:50]1[O:51][CH2:52][CH2:53][CH2:54]1.[CH3:1][O:2][C:3]([CH2:4][c:5]1[n:6][cH:7][n:8]([C:10]([c:11]2[cH:12][cH:13][cH:14][cH:15][cH:16]2)([c:17]2[cH:18][cH:19][cH:20][cH:21][cH:22]2)[c:23]2[cH:24][cH:25][cH:26][cH:27][cH:28]2)[cH:9]1)=[O:29].[CH3:30][Si:31]([CH3:32])([CH3:33])[N-:34][Si:35]([CH3:36])([CH3:37])[CH3:38].[Li+:39]>>[CH3:1][O:2][C:3]([CH:4]([c:5]1[n:6][cH:7][n:8]([C:10]([c:11]2[cH:12][cH:13][cH:14][cH:15][cH:16]2)([c:17]2[cH:18][cH:19][cH:20][cH:21][cH:22]2)[c:23]2[cH:24][cH:25][cH:26][cH:27][cH:28]2)[cH:9]1)[CH2:46][c:45]1[cH:44][cH:43][c:42]([C:40]#[N:41])[cH:49][cH:48]1)=[O:29]. Reactants: CCOC(=O)CC1(C(=O)c2ccc3c(c2)nc(Cc2ccc(C(=N)N)cc2)n3C)CCCCC1, CCO, Cl, [Na+], [OH-], O. Product: Cn1c(Cc2ccc(C(=N)N)cc2)nc2cc(C(=O)C3(CC(=O)O)CCCCC3)ccc21. RXN SMILES: [CH2:4]([CH3:5])[O:6][C:7](=[O:8])[CH2:9][C:10]1([C:16](=[O:17])[c:18]2[cH:19][c:20]3[c:21]([n:22]([CH3:35])[c:23]([CH2:25][c:26]4[cH:27][cH:28][c:29]([C:30](=[NH:31])[NH2:32])[cH:33][cH:34]4)[n:24]3)[cH:36][cH:37]2)[CH2:11][CH2:12][CH2:13][CH2:14][CH2:15]1.[CH3:39][CH2:40][OH:41].[ClH:3].[Na+:2].[OH-:1].[OH2:38]>>[O:6]=[C:7]([OH:8])[CH2:9][C:10]1([C:16](=[O:17])[c:18]2[cH:19][c:20]3[c:21]([n:22]([CH3:35])[c:23]([CH2:25][c:26]4[cH:27][cH:28][c:29]([C:30](=[NH:31])[NH2:32])[cH:33][cH:34]4)[n:24]3)[cH:36][cH:37]2)[CH2:11][CH2:12][CH2:13][CH2:14][CH2:15]1. Reactants: CC(=CC=O)CC(C)C, CC(C)Cl, Cl, [Mg]. The product is CC(=CC(O)C(C)C)CC(C)C. As a reaction SMILES: [CH3:6][C:7](=[CH:8][CH:9]=[O:10])[CH2:11][CH:12]([CH3:13])[CH3:14].[CH:2]([CH3:3])([CH3:4])[Cl:5].[ClH:15].[Mg:1]>>[CH:2]([CH3:3])([CH3:4])[CH:9]([CH:8]=[C:7]([CH3:6])[CH2:11][CH:12]([CH3:13])[CH3:14])[OH:10]. Starting materials: CS(=O)(=O)OC[C@H]1N(C[C@H](C1)SC(C1=CC=CC=C1)(C1=CC=CC=C1)C1=CC=CC=C1)C(=O)OCC1=CC=C(C=C1)[N+](=O)[O-] ((2S,4S)-2-(methanesulfonyloxy)methyl-1-(4-nitrobenzyloxycarbonyl)-4-(triphenylmethylthio)pyrrolidine), CN1CCNCC1 (N-methylpiperazine), ice water. Solvent: CN(C=O)C (dimethylformamide). Reaction conditions: time 5 hour. The product is CN1CCN(CC1)[C@H]1N(C[C@H](C1)SC(C1=CC=CC=C1)(C1=CC=CC=C1)C1=CC=CC=C1)C(=O)OCC1=CC=C(C=C1)[N+](=O)[O-] ((2S ,4S) 2-(4-methylpiperazin-1-yl)-1-(4-nitrobenzyloxy carbonyl)-4-(triphenylmethylthio)pyrrolidine). Reaction SMILES: CS(OC[C@@H:7]1[CH2:11][C@H:10]([S:12][C:13]([C:26]2[CH:31]=[CH:30][CH:29]=[CH:28][CH:27]=2)([C:20]2[CH:25]=[CH:24][CH:23]=[CH:22][CH:21]=2)[C:14]2[CH:19]=[CH:18][CH:17]=[CH:16][CH:15]=2)[CH2:9][N:8]1[C:32]([O:34][CH2:35][C:36]1[CH:41]=[CH:40][C:39]([N+:42]([O-:44])=[O:43])=[CH:38][CH:37]=1)=[O:33])(=O)=O.[CH3:45][N:46]1[CH2:51][CH2:50][NH:49][CH2:48][CH2:47]1>CN(C)C=O>[CH3:45][N:46]1[CH2:51][CH2:50][N:49]([C@@H:7]2[CH2:11][C@H:10]([S:12][C:13]([C:14]3[CH:15]=[CH:16][CH:17]=[CH:18][CH:19]=3)([C:20]3[CH:21]=[CH:22][CH:23]=[CH:24][CH:25]=3)[C:26]3[CH:27]=[CH:28][CH:29]=[CH:30][CH:31]=3)[CH2:9][N:8]2[C:32]([O:34][CH2:35][C:36]2[CH:37]=[CH:38][C:39]([N+:42]([O-:44])=[O:43])=[CH:40][CH:41]=2)=[O:33])[CH2:48][CH2:47]1. Reported procedure: To a solution of (2S,4S)-2-(methanesulfonyloxy)methyl-1-(4-nitrobenzyloxycarbonyl)-4-(triphenylmethylthio)pyrrolidine (10.37 g) in dimethylformamide (100 ml) was added N-methylpiperazine (5.45 ml) and the mixture was stirred at 80°-90° C. for 5 hours. The reaction mixture was poured into ice-water (300 ml) and extracted twice with ethyl acetate (200 ml). The extract was washed with saturated aqueous sodium chloride, dried over magnesium sulfate and evaporated in vacuo. The resulting residue was ...